From a dataset of the Open Reaction Database (ORD), a public repository of structured organic reaction records. describe an organic reaction: reactants, conditions, products, and yield Reactants: [BH4-], CCO, O=C(c1ccc(F)cc1)C(F)(F)F, [Na+], O. The product is OC(c1ccc(F)cc1)C(F)(F)F. Reaction SMILES: [BH4-:14].[CH3:17][CH2:18][OH:19].[F:1][c:2]1[cH:3][cH:4][c:5]([C:8]([C:9]([F:10])([F:11])[F:12])=[O:13])[cH:6][cH:7]1.[Na+:15].[OH2:16]>>[F:1][c:2]1[cH:3][cH:4][c:5]([CH:8]([C:9]([F:10])([F:11])[F:12])[OH:13])[cH:6][cH:7]1. The reactants are ClC1=CC(=CC=C1)C(=O)OO (m-chloroperbenzoic acid), C(C)(C)C1=C(N)C(=CC=C1)CSC (2-isopropyl-6-methylthiomethylaniline), C([O-])([O-])=O.[Na+].[Na+] (sodium carbonate). Run in C(Cl)Cl (methylene chloride), C(Cl)Cl (methylene chloride). Run at time 1.5 hour. Yields the product C(C)(C)C1=C(N)C(=CC=C1)CS(=O)C (2-Isopropyl-6-methylsulfinylmethylaniline). Yield: 70.0%. As a reaction SMILES: ClC1C=CC=C(C(OO)=[O:9])C=1.[CH:12]([C:15]1[CH:21]=[CH:20][CH:19]=[C:18]([CH2:22][S:23][CH3:24])[C:16]=1[NH2:17])([CH3:14])[CH3:13].C(=O)([O-])[O-].[Na+].[Na+]>C(Cl)Cl>[CH:12]([C:15]1[CH:21]=[CH:20][CH:19]=[C:18]([CH2:22][S:23]([CH3:24])=[O:9])[C:16]=1[NH2:17])([CH3:14])[CH3:13] |f:2.3.4|. Procedure details: 12.9 g (52.3 mmol) of m-chloroperbenzoic acid (70% purity) were added over a period of 15 minutes to a suspension of 10.21 g (52.3 mmol) of 2-isopropyl-6-methylthiomethylaniline [prepared as described in step (i) above] and 5.31 g (50 mmol) of sodium carbonate in 200 ml of methylene chloride, whilst ice-cooling. The reaction mixture was stirred for 1.5 hours at the same temperature, after which it was diluted with methylene chloride, and the diluted mixture was washed with a saturated aqueous so... Starting materials: [N+](=O)([O-])C=1C=C(CN)C=CC1 (3-nitrobenzylamine), ClC=1C2=C(N=C(N1)C1=NC=CN=C1)SC(=C2C)C (4-chloro-2-(pyrazin-2-yl)-5,6-dimethyl-thieno-[2,3-d]-pyrimidine). Product: N1=C(C=NC=C1)C=1N=C(C2=C(N1)SC(=C2C)C)NCC2=CC(=CC=C2)[N+](=O)[O-] (2-(pyrazin-2-yl)-4-(3-nitrobenzylamino)-5,6-dimethyl-thieno-[2,3-d]-pyrimidine). Reaction SMILES: [N+:1]([C:4]1[CH:5]=[C:6]([CH:9]=[CH:10][CH:11]=1)[CH2:7][NH2:8])([O-:3])=[O:2].Cl[C:13]1[C:14]2[C:27]([CH3:28])=[C:26]([CH3:29])[S:25][C:15]=2[N:16]=[C:17]([C:19]2[CH:24]=[N:23][CH:22]=[CH:21][N:20]=2)[N:18]=1>>[N:20]1[CH:21]=[CH:22][N:23]=[CH:24][C:19]=1[C:17]1[N:18]=[C:13]([NH:8][CH2:7][C:6]2[CH:9]=[CH:10][CH:11]=[C:4]([N+:1]([O-:3])=[O:2])[CH:5]=2)[C:14]2[C:27]([CH3:28])=[C:26]([CH3:29])[S:25][C:15]=2[N:16]=1. Procedure details: With the procedure of Example 1, the reaction of 3-nitrobenzylamine with 4-chloro-2-(pyrazin-2-yl)-5,6-dimethyl-thieno-[2,3-d]-pyrimidine yields 2-(pyrazin-2-yl)-4-(3-nitrobenzylamino)-5,6-dimethyl-thieno-[2,3-d]-pyrimidine. The reactants are S(=O)(Cl)Cl (thionyl chloride), C(C)OC(=O)C1(CC1)C(CC(=O)OCC)(C)O (ethyl 1-ethoxycarbonyl-β-hydroxy-β-methyl-cyclopropanepropanoate), ice water. Run in N1=CC=CC=C1 (pyridine). Reaction conditions: time 3 hour. Yields the product C(C)OC(=O)C1(CC1)/C(=C/C(=O)OCC)/C ((E)-Ethyl 3-(1-ethoxycarbonylcyclopropyl)-2-butenoate). The yield is 68.0%. As a reaction SMILES: [CH2:1]([O:3][C:4]([C:6]1([C:9](O)([CH3:16])[CH2:10][C:11]([O:13][CH2:14][CH3:15])=[O:12])[CH2:8][CH2:7]1)=[O:5])[CH3:2].S(Cl)(Cl)=O>N1C=CC=CC=1>[CH2:1]([O:3][C:4]([C:6]1(/[C:9](/[CH3:16])=[CH:10]/[C:11]([O:13][CH2:14][CH3:15])=[O:12])[CH2:7][CH2:8]1)=[O:5])[CH3:2]. Reported procedure: A 90.31 g (0.37 mol) portion of ethyl 1-ethoxycarbonyl-β-hydroxy-β-methyl-cyclopropanepropanoate was dissolved in 182 ml of pyridine to which was subsequently added dropwise thionyl chloride at -10° C. to -5° C. After completion of the dropwise addition, this was stirred at the same temperature for 3 hours. After completion of the reaction, the reaction solution was poured into 1 liter of ice water and extracted with dichloromethane (300 ml×3). The organic layers were combined, washed with 1N hy... Starting materials: C(C1=CC=CC=C1)OCCCCC1(C(CCCC1)=O)C (2-(4'-benzyloxybutyl)-2-methylcyclohexanone), C(C)(=O)[O-].[Na+] (sodium acetate), ClC=1C=C(C(=O)OO)C=CC1 (m-chloroperoxybenzoic acid). The solvent is C(Cl)Cl (methylene chloride). Product: C(C1=CC=CC=C1)OCCCCC1(CCCCC(O1)=O)C (7-(4'-Benzyloxybutyl)-7-methyl-1-oxa-cycloheptan-2-one). Yield: 90.6%. RXN SMILES: [CH2:1]([O:8][CH2:9][CH2:10][CH2:11][CH2:12][C:13]1([CH3:20])[CH2:18][CH2:17][CH2:16][CH2:15][C:14]1=[O:19])[C:2]1[CH:7]=[CH:6][CH:5]=[CH:4][CH:3]=1.C([O-])(=[O:23])C.[Na+].ClC1C=C(C=CC=1)C(OO)=O>C(Cl)Cl>[CH2:1]([O:8][CH2:9][CH2:10][CH2:11][CH2:12][C:13]1([CH3:20])[O:23][C:14](=[O:19])[CH2:15][CH2:16][CH2:17][CH2:18]1)[C:2]1[CH:3]=[CH:4][CH:5]=[CH:6][CH:7]=1 |f:1.2|. Procedure details: A solution of 2-(4'-benzyloxybutyl)-2-methylcyclohexanone (25.2 g, 0.092 mol), sodium acetate (8.2 g, 0.1 mol), m-chloroperoxybenzoic acid 85% (24.2 g, 0.12 mol) and distilled methylene chloride (1200 ml) is heated at reflux under a nitrogen atmosphere for 7 hours. The solution is cooled and filtered and the filtrate is washed with satd. NaHCO3, satd. NaCl, and dried (MgSO4). The solvent is removed under reduced pressure and the crude product (30.6 g) is chromatographed on SilicAR CC-7 (600 g) i...